Dataset: the Open Reaction Database (ORD), a public repository of structured organic reaction records. Task: describe an organic reaction: reactants, conditions, products, and yield The reactants are C(C)(C)(C)OC(=O)N1CC(CC1)NCC1=NC=NC(=C1)OC=1C=C2C=CN(C2=CC1)C(NC1=CC(=CC=C1)C(F)(F)F)=O ((±)-3-({6-[1-(3-trifluoromethyl-phenylcarbamoyl)-1H-indol-5-yloxy]-pyrimidin-4-ylmethyl}-amino)-pyrrolidine-1-carboxylic acid tert-butyl ester), C1CCOC1 (THF), TEA. Run in CCOC(=O)C (EtOAc). Reaction conditions: time 30 minute. Product: C(C)(C)(C)OC(=O)N1CC(CC1)N(CC1=NC=NC(=C1)OC=1C=C2C=CN(C2=CC1)C(NC1=CC(=CC=C1)C(F)(F)F)=O)C(C)=O ((±)-3-(Acetyl-{6-[1-(3-trifluoromethyl-phenylcarbamoyl)-1H-indol-5-yloxy]-pyrimidin-4-ylmethyl}-amino)-pyrrolidine-1-carboxylic acid tert-butyl ester). RXN SMILES: [C:1]([O:5][C:6]([N:8]1[CH2:12][CH2:11][CH:10]([NH:13][CH2:14][C:15]2[CH:20]=[C:19]([O:21][C:22]3[CH:23]=[C:24]4[C:28](=[CH:29][CH:30]=3)[N:27]([C:31](=[O:43])[NH:32][C:33]3[CH:38]=[CH:37][CH:36]=[C:35]([C:39]([F:42])([F:41])[F:40])[CH:34]=3)[CH:26]=[CH:25]4)[N:18]=[CH:17][N:16]=2)[CH2:9]1)=[O:7])([CH3:4])([CH3:3])[CH3:2].C1C[O:47][CH2:46][CH2:45]1>CCOC(C)=O>[C:1]([O:5][C:6]([N:8]1[CH2:12][CH2:11][CH:10]([N:13]([C:46](=[O:47])[CH3:45])[CH2:14][C:15]2[CH:20]=[C:19]([O:21][C:22]3[CH:23]=[C:24]4[C:28](=[CH:29][CH:30]=3)[N:27]([C:31](=[O:43])[NH:32][C:33]3[CH:38]=[CH:37][CH:36]=[C:35]([C:39]([F:42])([F:41])[F:40])[CH:34]=3)[CH:26]=[CH:25]4)[N:18]=[CH:17][N:16]=2)[CH2:9]1)=[O:7])([CH3:4])([CH3:2])[CH3:3]. Procedure: To a solution of (±)-3-({6-[1-(3-trifluoromethyl-phenylcarbamoyl)-1H-indol-5-yloxy]-pyrimidin-4-ylmethyl}-amino)-pyrrolidine-1-carboxylic acid tert-butyl ester (60 mg, 0.10 mmol) in THF (5 mL) acetyl chloride (12 mg, 0.15 mmol) and TEA (20 mg, 0.2 mmol) are added at 0° C. After 30 min, the mixture is diluted with EtOAc, washed with water, brine, and the organic layer is dried over Na2SO4, filtered, and condensed. The residue is separated by FCC (0-10%, 2 M NH3 in MeOH/DCM) to provide the title c... Reactants: BrCCC1=CC=C(C(=O)OC2=CC=C(C=C2)NS(=O)(=O)C)C=C1 (4-(methanesulfonamido)phenyl 4-(2-bromoethyl)benzoate), C([O-])([O-])=O.[K+].[K+] (potassium carbonate). Run in CC(=O)C (acetone). Conditions: time 48 hour. Product: C(=C)C1=CC=C(C(=O)OC2=CC=C(C=C2)NS(=O)(=O)C)C=C1 (4-(methanesulfonamido)phenyl 4-vinylbenzoate). Yield: 52.7%. Reaction SMILES: Br[CH2:2][CH2:3][C:4]1[CH:23]=[CH:22][C:7]([C:8]([O:10][C:11]2[CH:16]=[CH:15][C:14]([NH:17][S:18]([CH3:21])(=[O:20])=[O:19])=[CH:13][CH:12]=2)=[O:9])=[CH:6][CH:5]=1.C(=O)([O-])[O-].[K+].[K+]>CC(C)=O>[CH:3]([C:4]1[CH:23]=[CH:22][C:7]([C:8]([O:10][C:11]2[CH:16]=[CH:15][C:14]([NH:17][S:18]([CH3:21])(=[O:19])=[O:20])=[CH:13][CH:12]=2)=[O:9])=[CH:6][CH:5]=1)=[CH2:2] |f:1.2.3|. Reported procedure: A mixture of 10.0 g (0.02511 mol) of 4-(methanesulfonamido)phenyl 4-(2-bromoethyl)benzoate, 3.47 g (0.02511 mol) of potassium carbonate and 100 ml of acetone was stirred at room temperature for 48 hours. The resultant mixture was filtered and the filtrate was condensed to a solid. Recrystallization from 1:1 1,2-dichloroethane:hexane gave 4.2 g (52.7% of theory) of 4-(methanesulfonamido)phenyl 4-vinylbenzoate; mp=172°-3° C. Reactants: ClC=1C=C(C=CC1OCOC)CCCO (3-(3-chloro-4-methoxymethoxyphenyl)propanol), CS(=O)(=O)Cl (methanesulfonyl chloride). Yields the product CS(=O)(=O)OCCCC1=CC(=C(C=C1)OCOC)Cl (3-(3-chloro-4-methoxymethoxyphenyl)propyl methanesulfonate). As a reaction SMILES: [Cl:1][C:2]1[CH:3]=[C:4]([CH2:12][CH2:13][CH2:14][OH:15])[CH:5]=[CH:6][C:7]=1[O:8][CH2:9][O:10][CH3:11].[CH3:16][S:17](Cl)(=[O:19])=[O:18]>>[CH3:16][S:17]([O:15][CH2:14][CH2:13][CH2:12][C:4]1[CH:5]=[CH:6][C:7]([O:8][CH2:9][O:10][CH3:11])=[C:2]([Cl:1])[CH:3]=1)(=[O:19])=[O:18]. Procedure details: In substantially the same manner as in Reference Example 85, 3-(3-chloro-4-methoxymethoxyphenyl)propanol was reacted with methanesulfonyl chloride to obtain 3-(3-chloro-4-methoxymethoxyphenyl)propyl methanesulfonate as an oil. The yield was quantitative. The reactants are CN(S(=O)(=O)N1C(=NC2=C1C=C(C=C2)C(C2=CC=CC=C2)=O)N)C (1-dimethylaminosulfonyl-2-amino-6-benzoylbenzimidazole), C(C)(C)[Mg]Cl (isopropyl magnesium chloride). Run in O1CCCC1 (tetrahydrofuran), O1CCCC1 (tetrahydrofuran), O1CCCC1 (tetrahydrofuran). The product is CN(S(=O)(=O)N1C(=NC2=C1C=C(C=C2)C(C2=CC=CC=C2)(O)C(C)C)N)C (1-dimethylaminosulfonyl-2-amino-6-(α-isopropyl-α-hydroxybenzyl)benzimidazole). Yield: 65.0%. As a reaction SMILES: [CH3:1][N:2]([CH3:24])[S:3]([N:6]1[C:10]2[CH:11]=[C:12]([C:15](=[O:22])[C:16]3[CH:21]=[CH:20][CH:19]=[CH:18][CH:17]=3)[CH:13]=[CH:14][C:9]=2[N:8]=[C:7]1[NH2:23])(=[O:5])=[O:4].[CH:25]([Mg]Cl)([CH3:27])[CH3:26]>O1CCCC1>[CH3:1][N:2]([CH3:24])[S:3]([N:6]1[C:10]2[CH:11]=[C:12]([C:15]([CH:25]([CH3:27])[CH3:26])([OH:22])[C:16]3[CH:21]=[CH:20][CH:19]=[CH:18][CH:17]=3)[CH:13]=[CH:14][C:9]=2[N:8]=[C:7]1[NH2:23])(=[O:4])=[O:5]. Reported procedure: When the procedure of Example 71 was repeated using 4.1 g. (12 mmole) of 1-dimethylaminosulfonyl-2-amino-6-benzoylbenzimidazole in 180 ml. of tetrahydrofuran, 100 ml. tetrahydrofuran, and 28.6 ml. (60 mmole) of isopropyl magnesium chloride in 100 ml. of tetrahydrofuran, there was obtained 1-dimethylaminosulfonyl-2-amino-6-(α-isopropyl-α-hydroxybenzyl)benzimidazole, yield 65%. Starting materials: intermediate 19, C1(CCCCC1)C1=C(C=CC=C1)O (2-cyclohexylphenol), COC(C(CC1CCCC1)Br)=O (2-bromo-3-cyclopentyl-propionic acid methyl ester), ClC=1C(N(N=CC1Cl)C1OCCCC1)=O (4,5-dichloro-2-(tetrahydropyran-2-yl)-2H-pyridazin-3-one), ClC=1C(N(N=CC1Cl)C1OCCCC1)=O (4,5-dichloro-2-(tetrahydropyran-2-yl)-2H-pyridazin-3-one), COC(C(CC1CCCC1)Br)=O (2-bromo-3-cyclopentyl-propionic acid methyl ester). Yields the product C1(CCCCC1)C1=C(OC=2C=NN(C(C2)=O)C(C(=O)O)CC2CCCC2)C=CC=C1 (2-[4-(2-cyclohexylphenoxy)-6-oxo-6H-pyridazin-1-yl]-3-cyclopentylpropionic acid). Yield: 72.0%. As a reaction SMILES: Cl[C:2]1[C:3](=[O:15])[N:4](C2CCCCO2)[N:5]=[CH:6][C:7]=1Cl.[CH:16]1([C:22]2[CH:27]=[CH:26][CH:25]=[CH:24][C:23]=2[OH:28])[CH2:21][CH2:20][CH2:19][CH2:18][CH2:17]1.C[O:30][C:31](=[O:40])[CH:32](Br)[CH2:33][CH:34]1[CH2:38][CH2:37][CH2:36][CH2:35]1>>[CH:16]1([C:22]2[CH:27]=[CH:26][CH:25]=[CH:24][C:23]=2[O:28][C:7]2[CH:6]=[N:5][N:4]([CH:32]([CH2:33][CH:34]3[CH2:38][CH2:37][CH2:36][CH2:35]3)[C:31]([OH:30])=[O:40])[C:3](=[O:15])[CH:2]=2)[CH2:17][CH2:18][CH2:19][CH2:20][CH2:21]1. Procedure details: In an analogous manner to the stepwise sequence outlined in intermediate 19, starting from 4,5-dichloro-2-(tetrahydropyran-2-yl)-2H-pyridazin-3-one (Intermediate 20) and 2-cyclohexylphenol and alkylating with 2-bromo-3-cyclopentyl-propionic acid methyl ester (Intermediate 10) afforded 2-[4-(2-cyclohexylphenoxy)-6-oxo-6H-pyridazin-1-yl]-3-cyclopentylpropionic acid (17.1 g, 72%) as a white solid; LC-MS [M+H+]=411.2; HPLC (0.17% trifluoroacetic acid in acetonitrile/water, 50%-100% acetonitrile, gra... Yields the product Cc1cc(C#N)ncc1N. RXN SMILES: [CH3:13][CH2:14][O:15][C:16](=[O:17])[CH3:18].[CH3:1][c:2]1[cH:3][c:4]([C:11]#[N:12])[n:5][cH:6][c:7]1[N+:8]([O-:9])=[O:10].[Cl-:19].[NH4+:20].[Zn:21]>>[CH3:1][c:2]1[cH:3][c:4]([C:11]#[N:12])[n:5][cH:6][c:7]1[NH2:8]. The reactants are CCOC(C)=O, Cc1cc(C#N)ncc1[N+](=O)[O-], [Cl-], [NH4+], [Zn]. The reactants are BrCCCc1ccccc1, COc1ccc(Br)cn1, [Li]CCCC, C1CCOC1. Product: COc1ccc(CCCc2ccccc2)cn1. Reaction SMILES: [Br:15][CH2:16][CH2:17][CH2:18][c:19]1[cH:20][cH:21][cH:22][cH:23][cH:24]1.[Br:1][c:2]1[cH:3][cH:4][c:5]([O:8][CH3:9])[n:6][cH:7]1.[CH2:10]([Li:11])[CH2:12][CH2:13][CH3:14].[CH2:25]1[O:26][CH2:27][CH2:28][CH2:29]1>>[c:2]1([CH2:16][CH2:17][CH2:18][c:19]2[cH:20][cH:21][cH:22][cH:23][cH:24]2)[cH:3][cH:4][c:5]([O:8][CH3:9])[n:6][cH:7]1.